From a dataset of the Open Reaction Database (ORD), a public repository of structured organic reaction records. describe an organic reaction: reactants, conditions, products, and yield The reactants are N[C@H]1[C@@H](C(OC2=C1C=C(C=C2)C#N)(C)C)O ((3S-trans)-4-amino-3,4-dihydro-3-hydroxy-2,2-dimethyl-2H-1-benzopyran-6-carbonitrile), compound, C1(=CC=CC=C1)C1=C(N=CO1)C(=O)O (5-phenyl-4-oxazolecarboxylic acid). The solvent is CO (MeOH). Product: C(#N)C=1C=CC2=C([C@H]([C@@H](C(O2)(C)C)O)NC(=O)C=2N=COC2C2=CC=CC=C2)C1 ((3S-trans)-N-(6-Cyano-3,4-dihydro-3-hydroxy-2,2-dimethyl-2H-1-benzopyran-4-yl)-5-phenyl-4-oxazolecarboxamide). Reaction SMILES: [NH2:1][C@@H:2]1[C:7]2[CH:8]=[C:9]([C:12]#[N:13])[CH:10]=[CH:11][C:6]=2[O:5][C:4]([CH3:15])([CH3:14])[C@H:3]1[OH:16].[C:17]1([C:23]2[O:27][CH:26]=[N:25][C:24]=2[C:28](O)=[O:29])[CH:22]=[CH:21][CH:20]=[CH:19][CH:18]=1>CO>[C:12]([C:9]1[CH:10]=[CH:11][C:6]2[O:5][C:4]([CH3:14])([CH3:15])[C@@H:3]([OH:16])[C@H:2]([NH:1][C:28]([C:24]3[N:25]=[CH:26][O:27][C:23]=3[C:17]3[CH:18]=[CH:19][CH:20]=[CH:21][CH:22]=3)=[O:29])[C:7]=2[CH:8]=1)#[N:13]. Reported procedure: The title compound was prepared from (3S-trans)-4-amino-3,4-dihydro-3-hydroxy-2,2-dimethyl-2H-1-benzopyran-6-carbonitrile (the title B compound of Example 1) and 5-phenyl-4-oxazolecarboxylic acid by the same method as described for the title compound of Example 2 to afford an off-white solid, m.p. 196°-197° C. [α]D =-179.8° (c=0.40, MeOH). Starting materials: Cc1ccc(C(C)(C)C)cc1, CC(C)(C)c1ccc(C(=O)O)cc1, CC(=O)O, O, O=c1n(O)c(=O)n(O)c(=O)n1O. Yields the product CC(C)(C)c1ccc(C=O)cc1. Reaction SMILES: [C:1]([c:2]1[cH:3][cH:4][c:5]([CH3:6])[cH:7][cH:8]1)([CH3:9])([CH3:10])[CH3:11].[C:25]([CH3:26])([CH3:27])([CH3:28])[c:29]1[cH:30][cH:31][c:32]([C:33](=[O:34])[OH:35])[cH:36][cH:37]1.[CH3:38][C:39](=[O:40])[OH:41].[O:24].[OH:12][n:13]1[c:14](=[O:15])[n:16]([OH:17])[c:18](=[O:19])[n:20]([OH:21])[c:22]1=[O:23]>>[C:25]([CH3:26])([CH3:27])([CH3:28])[c:29]1[cH:30][cH:31][c:32]([CH:33]=[O:34])[cH:36][cH:37]1. Starting materials: CN1CCCC1=O, CC(C)N=C=O, Cl, CCCOc1ccc(N)cc1C1=NC(=O)C2=NN=NC2=N1, N. Yields the product CCCOc1ccc(NC(=O)NC(C)C)cc1C1=NC(=O)C2=NN=NC2=N1. Reaction SMILES: [CH3:30][N:31]1[CH2:32][CH2:33][CH2:34][C:35]1=[O:36].[CH:22]([CH3:23])([CH3:24])[N:25]=[C:26]=[O:27].[ClH:29].[NH2:1][c:2]1[cH:3][cH:4][c:5]([O:18][CH2:19][CH2:20][CH3:21])[c:6]([C:8]2=[N:9][C:10](=[O:17])[C:11]3=[N:12][N:13]=[N:14][C:15]3=[N:16]2)[cH:7]1.[NH3:28]>>[NH:1]([c:2]1[cH:3][cH:4][c:5]([O:18][CH2:19][CH2:20][CH3:21])[c:6]([C:8]2=[N:9][C:10](=[O:17])[C:11]3=[N:12][N:13]=[N:14][C:15]3=[N:16]2)[cH:7]1)[C:26]([NH:25][CH:22]([CH3:23])[CH3:24])=[O:27].